describe an organic reaction: reactants, conditions, products, and yield From a dataset of the Open Reaction Database (ORD), a public repository of structured organic reaction records. The reactants are [O-]C#N.[Na+] (sodium cyanate), NC1=CC=C(C=C1)N1CCN(CC1)C1=CC=NC=C1 (1-(4-aminophenyl)-4-(4-pyridyl)piperazine). The solvent is O (water), C(C)(=O)O (acetic acid), O (water). Reaction conditions: time 2 hour. Yields the product N1=CC=C(C=C1)N1CCN(CC1)C1=CC=C(C=C1)NC(=O)N (N-{4-[4-(4-Pyridyl)piperazin-1-yl]phenyl}urea). Isolated yield 46.2%. Reaction SMILES: [O-:1][C:2]#[N:3].[Na+].[NH2:5][C:6]1[CH:11]=[CH:10][C:9]([N:12]2[CH2:17][CH2:16][N:15]([C:18]3[CH:23]=[CH:22][N:21]=[CH:20][CH:19]=3)[CH2:14][CH2:13]2)=[CH:8][CH:7]=1>O.C(O)(=O)C>[N:21]1[CH:22]=[CH:23][C:18]([N:15]2[CH2:16][CH2:17][N:12]([C:9]3[CH:8]=[CH:7][C:6]([NH:5][C:2]([NH2:3])=[O:1])=[CH:11][CH:10]=3)[CH2:13][CH2:14]2)=[CH:19][CH:20]=1 |f:0.1|. Procedure: A solution of sodium cyanate (0.26 g) in water (30 ml) was added over 10 minutes to a stirred solution of 1-(4-aminophenyl)-4-(4-pyridyl)piperazine (0.50 g) in a mixture of acetic acid (20 ml) and water (30 ml). The solution was stirred for 2 hours, allowed to stand for 18 hours and then evaporated. The residue was triturated with water and filtered. The solid was crystallised from N,N-dimethylformamide to give the title compound (0.27 g), m.p. above 250° C. Found: C,64.17; H,6.42; N,23.32. C16H... Reactants: BrC=1SC(=C(N1)C1=C(C=CC(=C1)Cl)OC(F)F)NC(=O)C=1C=NN2C1N=CC=C2 (Pyrazolo[1,5-a]pyrimidine-3-carboxylic acid [2-bromo-4-(5-chloro-2-difluoromethoxy-phenyl)-thiazol-5-yl]-amide), CN1CC2CNCC2C1 (2-methyl-octahydro-pyrrolo[3,4-c]pyrrole), C(C)(C)(C)P(C(C)(C)C)C(C)(C)C (tri-tert-butyl phosphine), C1CCC2=NCCCN2CC1 (DBU), C1CCOC1 (THF). Reagents/catalysts: CC1=CC=CC=C1P(C2=CC=CC=C2C)C3=CC=CC=C3[CH2-].CC1=CC=CC=C1P(C2=CC=CC=C2C)C3=CC=CC=C3[CH2-].CC(=O)O.CC(=O)O.[Pd].[Pd] (Herrmann's catalyst), [C-]#[O+].[C-]#[O+].[C-]#[O+].[C-]#[O+].[C-]#[O+].[C-]#[O+].[Mo] (molybdenum hexacarbonyl). The solvent is CO (MeOH), CO (MeOH), CO (MeOH), CO (MeOH). Run at temperature 125 celsius. Product: ClC=1C=CC(=C(C1)C=1N=C(SC1NC(=O)C=1C=NN2C1N=CC=C2)C(=O)N2CC1CN(CC1C2)C)OC(F)F (Pyrazolo[1,5-a]pyrimidine-3-carboxylic acid [4-(5-chloro-2-difluoromethoxy-phenyl)-2-(5-methyl-hexahydro-pyrrolo[3,4-c]pyrrole-2-carbonyl)-thiazol-5-yl]-amide). Isolated yield 8.0%. RXN SMILES: Br[C:2]1[S:3][C:4]([NH:18][C:19]([C:21]2[CH:22]=[N:23][N:24]3[CH:29]=[CH:28][CH:27]=[N:26][C:25]=23)=[O:20])=[C:5]([C:7]2[CH:12]=[C:11]([Cl:13])[CH:10]=[CH:9][C:8]=2[O:14][CH:15]([F:17])[F:16])[N:6]=1.CN1CC2C(CNC2)C1.C(P(C(C)(C)C)C(C)(C)C)(C)(C)C.[CH2:52]1[CH2:62][CH2:61][N:60]2[C:55](=[N:56][CH2:57][CH2:58][CH2:59]2)CC1.C1C[O:66][CH2:65]C1>CC1C(P(C2C([CH2-])=CC=CC=2)C2C(C)=CC=CC=2)=CC=CC=1.CC1C(P(C2C([CH2-])=CC=CC=2)C2C(C)=CC=CC=2)=CC=CC=1.CC(O)=O.CC(O)=O.[Pd].[Pd].CO.[C-]#[O+].[C-]#[O+].[C-]#[O+].[C-]#[O+].[C-]#[O+].[C-]#[O+].[Mo]>[Cl:13][C:11]1[CH:10]=[CH:9][C:8]([O:14][CH:15]([F:17])[F:16])=[C:7]([C:5]2[N:6]=[C:2]([C:65]([N:56]3[CH2:57][CH:58]4[CH:62]([CH2:61][N:60]([CH3:55])[CH2:59]4)[CH2:52]3)=[O:66])[S:3][C:4]=2[NH:18][C:19]([C:21]2[CH:22]=[N:23][N:24]3[CH:29]=[CH:28][CH:27]=[N:26][C:25]=23)=[O:20])[CH:12]=1 |f:5.6.7.8.9.10,12.13.14.15.16.17.18|. Reported procedure: Pyrazolo[1,5-a]pyrimidine-3-carboxylic acid [2-bromo-4-(5-chloro-2-difluoromethoxy-phenyl)-thiazol-5-yl]-amide (200 mg, 0.4 mmol), 2-methyl-octahydro-pyrrolo[3,4-c]pyrrole (70 mg, 0.56 mmol), Herrmann's catalyst (4.5 mg, 0.0048 mmol), tri-tert-butyl phosphine hydrofluoroborate (3.5 mg, 0.011 mmol), molybdenum hexacarbonyl (53 mg, 0.2 mmol) and DBU (40 μl, 0.27 mmol) were dissolved in THF (2 ml) and heated in a microwave at 125° C. for 15 mins. The residue was dissolved in MeOH and loaded onto an... The reactants are O=C([O-])[O-], OB(O)c1ccc(OCc2ccccc2)cc1, C1COCCO1, [Cs+], [Cs+], CN1C(=O)C2(CC(c3ccccc3)Oc3ccc(Br)cc32)N=C1N, Cl[Pd]Cl, c1ccc(P(c2ccccc2)c2ccccc2)cc1, c1ccc(P(c2ccccc2)c2ccccc2)cc1. The product is CN1C(=O)C2(CC(c3ccccc3)Oc3ccc(-c4ccc(OCc5ccccc5)cc4)cc32)N=C1N. Reaction SMILES: [C:48](=[O:49])([O-:50])[O-:51].[CH2:25]([c:26]1[cH:27][cH:28][cH:29][cH:30][cH:31]1)[O:32][c:33]1[cH:34][cH:35][c:36]([B:39]([OH:40])[OH:41])[cH:37][cH:38]1.[CH2:42]1[O:43][CH2:44][CH2:45][O:46][CH2:47]1.[Cs+:52].[Cs+:53].[NH2:1][C:2]1=[N:22][C:5]2([C:4](=[O:23])[N:3]1[CH3:24])[CH2:6][CH:7]([c:16]1[cH:17][cH:18][cH:19][cH:20][cH:21]1)[O:8][c:9]1[cH:10][cH:11][c:12]([Br:15])[cH:13][c:14]12.[Pd:54]([Cl:55])[Cl:56].[c:57]1([P:58]([c:59]2[cH:60][cH:61][cH:62][cH:63][cH:64]2)[c:65]2[cH:66][cH:67][cH:68][cH:69][cH:70]2)[cH:71][cH:72][cH:73][cH:74][cH:75]1.[c:76]1([P:77]([c:78]2[cH:79][cH:80][cH:81][cH:82][cH:83]2)[c:84]2[cH:85][cH:86][cH:87][cH:88][cH:89]2)[cH:90][cH:91][cH:92][cH:93][cH:94]1>>[NH2:1][C:2]1=[N:22][C:5]2([C:4](=[O:23])[N:3]1[CH3:24])[CH2:6][CH:7]([c:16]1[cH:17][cH:18][cH:19][cH:20][cH:21]1)[O:8][c:9]1[cH:10][cH:11][c:12](-[c:36]3[cH:35][cH:34][c:33]([O:32][CH2:25][c:26]4[cH:27][cH:28][cH:29][cH:30][cH:31]4)[cH:38][cH:37]3)[cH:13][c:14]12. Starting materials: [NH+]1=CC=CC=C1 (pyridinium), [Si](C)(C)(C(C)(C)C)OCCCCCCCCCC1C(COC2=CC(=CC=C12)OCOC)(C)C1=CC=C(C=C1)OCOC (4-[9-(t-Butyldimethylsilyloxy)nonyl]-7-methoxymet hoxy-3-(4-methoxymethoxyphenyl)-3-methylchroman), O (water). Run in C(C)O (ethanol). Run at time 10 hour. Yields the product OCCCCCCCCCC1C(COC2=CC(=CC=C12)OCOC)(C)C1=CC=C(C=C1)OCOC (4-(9-hydroxynonyl)-7-methoxymethoxy-3-(4-methoxymethoxyphenyl)-3-methylchroman). Isolated yield 76.6%. As a reaction SMILES: [Si]([O:8][CH2:9][CH2:10][CH2:11][CH2:12][CH2:13][CH2:14][CH2:15][CH2:16][CH2:17][CH:18]1[C:27]2[C:22](=[CH:23][C:24]([O:28][CH2:29][O:30][CH3:31])=[CH:25][CH:26]=2)[O:21][CH2:20][C:19]1([C:33]1[CH:38]=[CH:37][C:36]([O:39][CH2:40][O:41][CH3:42])=[CH:35][CH:34]=1)[CH3:32])(C(C)(C)C)(C)C.[NH+]1C=CC=CC=1.O>C(O)C>[OH:8][CH2:9][CH2:10][CH2:11][CH2:12][CH2:13][CH2:14][CH2:15][CH2:16][CH2:17][CH:18]1[C:27]2[C:22](=[CH:23][C:24]([O:28][CH2:29][O:30][CH3:31])=[CH:25][CH:26]=2)[O:21][CH2:20][C:19]1([C:33]1[CH:34]=[CH:35][C:36]([O:39][CH2:40][O:41][CH3:42])=[CH:37][CH:38]=1)[CH3:32]. Procedure: 4-[9-(t-Butyldimethylsilyloxy)nonyl]-7-methoxymet hoxy-3-(4-methoxymethoxyphenyl)-3-methylchroman (1.34 g, 2.23 mmol) was dissolved in ethanol (70 ml), and pyridinium ptoluenesulfonate (426 mg, 1.70 mmol) was added thereto. The reaction mixture was stirred at room temperature for 10 hours, water was added, and the resulting mixture was extracted with ethyl acetate. The organic layer was separated, dried over anhydrous magnesium sulfate, and concentrated under reduced pressure. The residue was su... Reactants: CC(=O)OC(C)=O, CCOC(C)=O, ClCCl, COC(=O)c1ccc(N2CCOCC2)cc1N, c1ccncc1. The product is COC(=O)c1ccc(N2CCOCC2)cc1NC(C)=O. RXN SMILES: [CH3:18][C:19](=[O:20])[O:21][C:22](=[O:23])[CH3:24].[CH3:34][CH2:35][O:36][C:37]([CH3:38])=[O:39].[Cl:31][CH2:32][Cl:33].[NH2:1][c:2]1[c:3]([C:4](=[O:5])[O:6][CH3:7])[cH:8][cH:9][c:10]([N:12]2[CH2:13][CH2:14][O:15][CH2:16][CH2:17]2)[cH:11]1.[cH:25]1[cH:26][cH:27][n:28][cH:29][cH:30]1>>[NH:1]([c:2]1[c:3]([C:4](=[O:5])[O:6][CH3:7])[cH:8][cH:9][c:10]([N:12]2[CH2:13][CH2:14][O:15][CH2:16][CH2:17]2)[cH:11]1)[C:19]([CH3:18])=[O:20]. The reactants are CCCON(C(=N)N(NC(=O)OCc1ccccc1)C(=O)OC(C)(C)C)C(=O)OC(C)(C)C, CCO, C1CCOC1. RXN SMILES: [C:1]([CH3:2])([CH3:3])([CH3:4])[O:5][C:6](=[O:7])[N:8]([C:9](=[NH:10])[N:11]([NH:12][C:13]([O:14][CH2:15][c:16]1[cH:17][cH:18][cH:19][cH:20][cH:21]1)=[O:22])[C:23](=[O:24])[O:25][C:26]([CH3:27])([CH3:28])[CH3:29])[O:30][CH2:31][CH2:32][CH3:33].[CH3:34][CH2:35][OH:36].[O:37]1[CH2:38][CH2:39][CH2:40][CH2:41]1>>[C:1]([CH3:2])([CH3:3])([CH3:4])[O:5][C:6](=[O:7])[N:8]([C:9](=[NH:10])[N:11]([NH2:12])[C:23](=[O:24])[O:25][C:26]([CH3:27])([CH3:28])[CH3:29])[O:30][CH2:31][CH2:32][CH3:33]. Product: CCCON(C(=N)N(N)C(=O)OC(C)(C)C)C(=O)OC(C)(C)C.